This data is from the Open Reaction Database (ORD), a public repository of structured organic reaction records. The task is: describe an organic reaction: reactants, conditions, products, and yield The reactants are C(C)OC(=O)C1=CC(=C2C(=C(C(=CN2C1=O)F)Cl)C)C1CC1 (8-chloro-1-cyclopropyl-7-fluoro-9-methyl-4-oxo-4H-quinolizine-3-carboxylic acid ethyl ester), CN(C1CNCC1)C (3-(dimethylamino)pyrrolidine). Run in N1=CC=CC=C1 (pyridine), N1=CC=CC=C1 (pyridine). Conditions: temperature 60 celsius, time 6 hour. Product: C(C)(=O)O.CN(C1CN(CC1)C=1C(=CN2C(C(=CC(=C2C1C)C1CC1)C(=O)O)=O)F)C (8-(3-Dimethylaminopyrrolidinyl)-1-cyclopropyl-7-fluoro-9-methyl-4-oxo-4H-quinolizine-3-carboxylic Acid Acetic Acid Salt). RXN SMILES: C([O:3][C:4]([C:6]1[C:15](=[O:16])[N:14]2[C:9]([C:10]([CH3:19])=[C:11](Cl)[C:12]([F:17])=[CH:13]2)=[C:8]([CH:20]2[CH2:22][CH2:21]2)[CH:7]=1)=[O:5])C.[CH3:23][N:24]([CH3:30])[CH:25]1[CH2:29][CH2:28][NH:27][CH2:26]1>N1C=CC=CC=1>[C:4]([OH:5])(=[O:3])[CH3:6].[CH3:23][N:24]([CH3:30])[CH:25]1[CH2:29][CH2:28][N:27]([C:11]2[C:12]([F:17])=[CH:13][N:14]3[C:9]([C:10]=2[CH3:19])=[C:8]([CH:20]2[CH2:22][CH2:21]2)[CH:7]=[C:6]([C:4]([OH:3])=[O:5])[C:15]3=[O:16])[CH2:26]1 |f:3.4|. Procedure: A 81 mg sample of 8-chloro-1-cyclopropyl-7-fluoro-9-methyl-4-oxo-4H-quinolizine-3-carboxylic acid ethyl ester, from Example 253i above, was dissolved in 2.5 mL of dry pyridine under a nitrogen atmosphere. To this solution was added a solution of 114 g of 3-(dimethylamino)pyrrolidine in 2.5 mL of pyridine, and the reaction mixture was heated at 60° C. for 39 hours. The pyridine was removed under vacuum, and the residue was stirred with 1N NaOH in THF/water for at 60° C. for 6 hours. The solution ... Reactants: NC1=C2N=CN(C2=NC(=N1)OCCCCO)CC1=CC=CC=C1 (6-Amino-9-benzyl-2-(4-hydroxybutoxy)purine), BrBr (bromine), S(=S)(=O)([O-])[O-].[Na+].[Na+] (sodium thiosulfate). Solvent: C(Cl)Cl (methylene chloride). Conditions: time 2 hour. The product is NC1=C2N=C(N(C2=NC(=N1)OCCCCO)CC1=CC=CC=C1)Br (6-Amino-9-benzyl-8-bromo-2-(4-hydroxybutoxy)purine). Yield: 85.0%. As a reaction SMILES: [NH2:1][C:2]1[N:10]=[C:9]([O:11][CH2:12][CH2:13][CH2:14][CH2:15][OH:16])[N:8]=[C:7]2[C:3]=1[N:4]=[CH:5][N:6]2[CH2:17][C:18]1[CH:23]=[CH:22][CH:21]=[CH:20][CH:19]=1.[Br:24]Br.S([O-])([O-])(=O)=S.[Na+].[Na+]>C(Cl)Cl>[NH2:1][C:2]1[N:10]=[C:9]([O:11][CH2:12][CH2:13][CH2:14][CH2:15][OH:16])[N:8]=[C:7]2[C:3]=1[N:4]=[C:5]([Br:24])[N:6]2[CH2:17][C:18]1[CH:23]=[CH:22][CH:21]=[CH:20][CH:19]=1 |f:2.3.4|. Procedure: 6-Amino-9-benzyl-2-(4-hydroxybutoxy)purine (200 mg, 0.638 mmol) and bromine (1.0 ml) were dissolved in methylene chloride (50 ml). The solution was stirred at room temperature for 2 hours. Aqueous sodium thiosulfate was added to the reaction mixture. The organic layer was separated, dried on sodium sulfate and the solvent was removed. The residue was purified with silica gel chromatography (2% methanol/chloroform) to give the subject compound (213 mg, yield 85%). The reactants are [H-].[Na+] (sodium hydride), C(C)C=1NC=2C(=NC(=CC2C)C)N1 (2-ethyl-5,7-dimethyl-1H-imidazo[4,5-b]pyridine), BrC=1N(N=C2C=CC(=CC12)CBr)C1=C(C=CC=C1)C=1N=NN(N1)C(C1=CC=CC=C1)(C1=CC=CC=C1)C1=CC=CC=C1 (5-[2-(3-bromo-5-(bromomethyl)-2H-indazol-2-yl)phenyl]-2-(triphenylmethyl)-2H-tetrazol). Run in CN(C)C=O (DMF). Reaction conditions: time 30 minute. The product is BrC=1N(N=C2C=CC(=CC12)CN1C(=NC=2C1=NC(=CC2C)C)CC)C2=C(C=CC=C2)C=2N=NN(N2)C(C2=CC=CC=C2)(C2=CC=CC=C2)C2=CC=CC=C2 (3-{[3 -bromo-2-[2-(2-(triphenylmethyl)-2H-tetrazol-5-yl)phenyl]-2H-indazol-5-yl]methyl}-2-ethyl-5,7-dimethyl-3H-imidazo[4,5-b]pyridine). Yield: 52.2%. RXN SMILES: [H-].[Na+].[CH2:3]([C:5]1[NH:6][C:7]2[C:8]([N:15]=1)=[N:9][C:10]([CH3:14])=[CH:11][C:12]=2[CH3:13])[CH3:4].[Br:16][C:17]1[N:18]([C:28]2[CH:33]=[CH:32][CH:31]=[CH:30][C:29]=2[C:34]2[N:35]=[N:36][N:37]([C:39]([C:52]3[CH:57]=[CH:56][CH:55]=[CH:54][CH:53]=3)([C:46]3[CH:51]=[CH:50][CH:49]=[CH:48][CH:47]=3)[C:40]3[CH:45]=[CH:44][CH:43]=[CH:42][CH:41]=3)[N:38]=2)[N:19]=[C:20]2[C:25]=1[CH:24]=[C:23]([CH2:26]Br)[CH:22]=[CH:21]2>CN(C=O)C>[Br:16][C:17]1[N:18]([C:28]2[CH:33]=[CH:32][CH:31]=[CH:30][C:29]=2[C:34]2[N:35]=[N:36][N:37]([C:39]([C:52]3[CH:53]=[CH:54][CH:55]=[CH:56][CH:57]=3)([C:46]3[CH:47]=[CH:48][CH:49]=[CH:50][CH:51]=3)[C:40]3[CH:45]=[CH:44][CH:43]=[CH:42][CH:41]=3)[N:38]=2)[N:19]=[C:20]2[C:25]=1[CH:24]=[C:23]([CH2:26][N:15]1[C:8]3=[N:9][C:10]([CH3:14])=[CH:11][C:12]([CH3:13])=[C:7]3[N:6]=[C:5]1[CH2:3][CH3:4])[CH:22]=[CH:21]2 |f:0.1|. Reported procedure: To a solution obtained by adding sodium hydride (15 mg, 0.366 mmol) to 2-ethyl-5,7-dimethyl-1H-imidazo[4,5-b]pyridine (58 mg, 0.333 mmol) in DMF (2 ml) and stirring for 30 minutes was added 5-[2-(3-bromo-5-(bromomethyl)-2H-indazol-2-yl)phenyl]-2-(triphenylmethyl)-2H-tetrazol (0.250 g, 0.370 mmol) as obtained in Reference Example 9. The mixture was stirred at room temperature for 16 hours. After concentration, it was partitioned by ethyl acetate (10 ml) and water (5 ml). The organic layer was dri... Starting materials: NC=1N=CN(C1C(=O)N)CC1=CC=CC=C1 (4-amino-1-benzyl-5-imidazolecarboxamide), COC1=CC=C(C(=O)Cl)C=C1 (4-methoxy benzoyl chloride), C(C1=CC=CC=C1)(=O)Cl (benzoyl chloride). Product: COC1=CC=C(C(=O)NC=2N=CN(C2C(=O)N)CC2=CC=CC=C2)C=C1 (4-(4-methoxybenzoylamino)-1-benzyl-5-imidazolecarboxamide). Yield: 53.0%. RXN SMILES: [NH2:1][C:2]1[N:3]=[CH:4][N:5]([CH2:10][C:11]2[CH:16]=[CH:15][CH:14]=[CH:13][CH:12]=2)[C:6]=1[C:7]([NH2:9])=[O:8].[CH3:17][O:18][C:19]1[CH:27]=[CH:26][C:22]([C:23](Cl)=[O:24])=[CH:21][CH:20]=1.C(Cl)(=O)C1C=CC=CC=1>>[CH3:17][O:18][C:19]1[CH:27]=[CH:26][C:22]([C:23]([NH:1][C:2]2[N:3]=[CH:4][N:5]([CH2:10][C:11]3[CH:16]=[CH:15][CH:14]=[CH:13][CH:12]=3)[C:6]=2[C:7]([NH2:9])=[O:8])=[O:24])=[CH:21][CH:20]=1. Reported procedure: An amidation reaction and post-treatment were carried out according to the conditions of Example 1, using 1.52 g (7 mmol) of 4-amino-1-benzyl-5-imidazolecarboxamide prepared in Reference Example 2 and 4-methoxy benzoyl chloride separately prepared according to a conventional method, instead of benzoyl chloride, to obtain a crude amide product. The crude amide product was purified by suspension in hot methanol to obtain 1.31 g of 4-(4-methoxybenzoylamino)-1-benzyl-5-imidazolecarboxamide (yield 53... Starting materials: Brc1cn[nH]c1, CC(C)(C)OC(=O)N1CCC(OS(C)(=O)=O)CC1, [H-], [Na+], CN(C)C=O, O, c1cn[nH]c1. Product: CC(C)(C)OC(=O)N1CCC(n2cc(Br)cn2)CC1. Reaction SMILES: [Br:1][c:2]1[cH:3][n:4][nH:5][cH:6]1.[C:9]([CH3:10])([CH3:11])([CH3:12])[O:13][C:14](=[O:15])[N:16]1[CH2:17][CH2:18][CH:19]([O:22][S:23]([CH3:24])(=[O:25])=[O:26])[CH2:20][CH2:21]1.[H-:8].[Na+:7].[O:32]=[CH:33][N:34]([CH3:35])[CH3:36].[OH2:37].[nH:27]1[cH:28][cH:29][cH:30][n:31]1>>[Br:1][c:2]1[cH:3][n:4]([CH:19]2[CH2:18][CH2:17][N:16]([C:14]([O:13][C:9]([CH3:10])([CH3:11])[CH3:12])=[O:15])[CH2:21][CH2:20]2)[n:5][cH:6]1.